From a dataset of the Open Reaction Database (ORD), a public repository of structured organic reaction records. describe an organic reaction: reactants, conditions, products, and yield The yield is 18.0%. Conditions: temperature 130 celsius, time 2 hour. Procedure details: A mixture of 3-(5-methyl-2-phenyl-4-oxazolyl)propanamide (10.0 g) and 1,3-dichloro-2-propanone (5.35 g) was stirred at 130° C. for 2 hrs. An aqueous potassium carbonate solution was added to alkalize the reaction mixture and the mixture was extracted with ethyl acetate. The organic layer was washed with saturated brine, and dried over anhydrous magnesium sulfate. The residue was subjected to silica gel column chromatography to give crystals (2.30 g, 18%) of 4-[2-(4-chloromethyl-2-oxazolyl)ethyl]... Starting materials: CC1=C(N=C(O1)C1=CC=CC=C1)CCC(=O)N (3-(5-methyl-2-phenyl-4-oxazolyl)propanamide), ClCC(CCl)=O (1,3-dichloro-2-propanone), C([O-])([O-])=O.[K+].[K+] (potassium carbonate). Yields the product ClCC=1N=C(OC1)CCC=1N=C(OC1C)C1=CC=CC=C1 (4-[2-(4-chloromethyl-2-oxazolyl)ethyl]-5-methyl-2-phenyloxazole). RXN SMILES: [CH3:1][C:2]1[O:6][C:5]([C:7]2[CH:12]=[CH:11][CH:10]=[CH:9][CH:8]=2)=[N:4][C:3]=1[CH2:13][CH2:14][C:15]([NH2:17])=[O:16].[Cl:18][CH2:19][C:20](=O)[CH2:21]Cl.C(=O)([O-])[O-].[K+].[K+]>>[Cl:18][CH2:19][C:20]1[N:17]=[C:15]([CH2:14][CH2:13][C:3]2[N:4]=[C:5]([C:7]3[CH:12]=[CH:11][CH:10]=[CH:9][CH:8]=3)[O:6][C:2]=2[CH3:1])[O:16][CH:21]=1 |f:2.3.4|. Reactants: COCOCC=1C=C(C=CC1)C1=CC=C(C=C1)C(=O)OC (methyl 3′-methoxymethoxymethylbiphenyl-4-carboxylate), [OH-].[Na+] (sodium hydroxide). Yields the product COCOCC=1C=C(C=CC1)C1=CC=C(C=C1)C(=O)O (3′-Methoxymethoxylmethylbiphenyl-4-carboxylic acid). Isolated yield 80.8%. RXN SMILES: [CH3:1][O:2][CH2:3][O:4][CH2:5][C:6]1[CH:7]=[C:8]([C:12]2[CH:17]=[CH:16][C:15]([C:18]([O:20]C)=[O:19])=[CH:14][CH:13]=2)[CH:9]=[CH:10][CH:11]=1.[OH-].[Na+]>>[CH3:1][O:2][CH2:3][O:4][CH2:5][C:6]1[CH:7]=[C:8]([C:12]2[CH:13]=[CH:14][C:15]([C:18]([OH:20])=[O:19])=[CH:16][CH:17]=2)[CH:9]=[CH:10][CH:11]=1 |f:1.2|. Reported procedure: In a similar manner to that described in Example 2, a reaction was carried out using methyl 3′-methoxymethoxymethylbiphenyl-4-carboxylate (445 mg), which is the product of Reference example 15(b), and aqueous sodium hydroxide (1N, 3.10 ml) and the reaction mixture was treated to afford the desired compound (342 mg) as colorless crystals. The reactants are C(C)(=O)N1CCC2=CC(=CC=C12)Br (1-Acetyl-5-bromoindoline), ClN1C(CCC1=O)=O (N-chlorosuccinimide), C1CC(=O)N(C1=O)Cl (NCS). Run in CC#N (CH3CN). Run at temperature 25 celsius, time 16 hour. Yields the product C(C)(=O)N1CCC2=CC(=CC(=C12)Cl)Br (1-acetyl-5-bromo-7-chloroindoline). Isolated yield 41.4%. Reaction SMILES: [C:1]([N:4]1[C:12]2[C:7](=[CH:8][C:9]([Br:13])=[CH:10][CH:11]=2)[CH2:6][CH2:5]1)(=[O:3])[CH3:2].[Cl:14]N1C(=O)CCC1=O>CC#N>[C:1]([N:4]1[C:12]2[C:7](=[CH:8][C:9]([Br:13])=[CH:10][C:11]=2[Cl:14])[CH2:6][CH2:5]1)(=[O:3])[CH3:2]. Reported procedure: Part A: 1-Acetyl-5-bromoindoline (2.47 g, 10.29 mmol) was heated at reflux with N-chlorosuccinimide (1.56 g, 10.40 mmol) in CH3CN for 30 min and an additional amount NCS (1 g, 7.47 mmol) was added while hot and the reaction was stirred at 25° C. for 16 h. The solvent was stripped in vacuo and the residue was chromatographed on silica gel using 20% EtOAc/hexanes as eluent to give 1-acetyl-5-bromo-7-chloroindoline (1.17 g). Reactants: Cl.NC=1C(=C2N(N=CC(=C2NC2=CC=C(C=C2)OC2=CC=CC=C2)C#N)C1)C (6-Amino-5-methyl-4-(4-phenoxy-phenylamino)-pyrrolo[1,2-b]pyridazine-3-carbonitrile hydrochloride), C1(=CC=CC=C1)B(O)O (benzeneboronic acid), TEA. Reagents/catalysts: CC(=O)[O-].CC(=O)[O-].[Cu+2] (Cu(OAc)2). The solvent is ClCCl (dichloromethane). The product is CC=1C(=CN2N=CC(=C(C21)NC2=CC=C(C=C2)OC2=CC=CC=C2)C#N)NC2=CC=CC=C2 (5-Methyl-4-(4-phenoxy-phenylamino)-6-phenylamino-pyrrolo-[1,2-b]pyridazine-3-carbonitrile). Reaction SMILES: Cl.[NH2:2][C:3]1[C:4]([CH3:28])=[C:5]2[C:10]([NH:11][C:12]3[CH:17]=[CH:16][C:15]([O:18][C:19]4[CH:24]=[CH:23][CH:22]=[CH:21][CH:20]=4)=[CH:14][CH:13]=3)=[C:9]([C:25]#[N:26])[CH:8]=[N:7][N:6]2[CH:27]=1.[C:29]1(B(O)O)[CH:34]=[CH:33][CH:32]=[CH:31][CH:30]=1>ClCCl.CC([O-])=O.CC([O-])=O.[Cu+2]>[CH3:28][C:4]1[C:3]([NH:2][C:29]2[CH:34]=[CH:33][CH:32]=[CH:31][CH:30]=2)=[CH:27][N:6]2[C:5]=1[C:10]([NH:11][C:12]1[CH:13]=[CH:14][C:15]([O:18][C:19]3[CH:24]=[CH:23][CH:22]=[CH:21][CH:20]=3)=[CH:16][CH:17]=1)=[C:9]([C:25]#[N:26])[CH:8]=[N:7]2 |f:0.1,4.5.6|. Reported procedure: 6-Amino-5-methyl-4-(4-phenoxy-phenylamino)-pyrrolo[1,2-b]pyridazine-3-carbonitrile hydrochloride (10.3 mg, 0.026 mmol), benzeneboronic acid (4.7 mg, 0.039 mmol), Cu(OAc)2 (0.039 mmol, 7 mg) and TEA (0.13 mmol, 13 mg) in dichloromethane (1 ml) were stirred at RT for 16 hrs. The reaction mixture was purified by silica gel flash chromatography to isolate 370 as a yellow film (1.4 mg, 15%). [M+H]+=432.1. Reactants: C=1(O)C(O)=CC=CC1 (catechol), Cl (hydrochloric acid), ClCCOCCCl (bis(2-chloroethyl)ether), [OH-].[Na+] (sodium hydroxide), ClCCOCCCl (bis(beta-chloroethyl)ether). The solvent is O (water). The product is O(CCOC1=C(C=CC=C1)O)CCOC1=C(C=CC=C1)O (2,2'-(Oxydiethylenedioxy)-diphenol). The yield is 23.0%. RXN SMILES: [C:1]1([C:3](=[CH:5][CH:6]=[CH:7][CH:8]=1)[OH:4])[OH:2].[OH-:9].[Na+].Cl[CH2:12][CH2:13][O:14][CH2:15][CH2:16]Cl.Cl>O>[O:14]([CH2:15][CH2:16][O:9][C:8]1[CH:7]=[CH:6][CH:5]=[CH:3][C:1]=1[OH:2])[CH2:13][CH2:12][O:2][C:1]1[CH:8]=[CH:7][CH:6]=[CH:5][C:3]=1[OH:4] |f:1.2|. Reported procedure: A vigorously agitated mixture of 220 grams (2 gram-mols) of catechol, 2000 ml. of water, 80 grams (2 gram-mols) of sodium hydroxide and 143 grams (1 grammol) of bis(beta-chloroethyl)ether is reacted at reflux at 102°-103°C. for 16 hours under nitrogen. It is then acidified with concentrated hydrochloric acid. When unreacted bis(2-chloroethyl)ether and 1000 ml. of water have been removed by distillation, the mixture separates into two layers. The organic layer is recovered and treated with 700 ml... Reactants: O (water), C(#N)C1=NC=C(C=C1F)F (2-cyano-3,5-difluoropyridine), NCCC1=NC=CC=C1 (2-(2-aminoethyl)pyridine), C([O-])([O-])=O.[K+].[K+] (potassium carbonate). Solvent: CS(=O)C (dimethyl sulphoxide), C(C)(=O)OCC (ethyl acetate). Reaction conditions: temperature 115 celsius. Yields the product C(#N)C1=NC=C(C=C1NCC(C)(C)O)F (2-cyano-5-fluoro-3-(2-hydroxy-2-methylpropylamino)pyridine). Reaction SMILES: [C:1]([C:3]1[C:8](F)=[CH:7][C:6]([F:10])=[CH:5][N:4]=1)#[N:2].NCCC1C=[CH:18][CH:17]=[CH:16][N:15]=1.[C:20](=O)([O-])[O-].[K+].[K+].[OH2:26]>CS(C)=O.C(OCC)(=O)C>[C:1]([C:3]1[C:8]([NH:15][CH2:16][C:17]([OH:26])([CH3:18])[CH3:20])=[CH:7][C:6]([F:10])=[CH:5][N:4]=1)#[N:2] |f:2.3.4|. Procedure: 1.8 g of 2-cyano-3,5-difluoropyridine, 1.375 g of 2-(2-aminoethyl)pyridine and 3.552 g of potassium carbonate in 27 ml of dimethyl sulphoxide are introduced into a 20 ml microwave tube reactor by means of three successive identical operations. The mixture is then heated in a microwave for 1 hour at 115° C. The reaction medium is run into 100 ml of water and 200 ml of ethyl acetate. The aqueous phase is re-extracted twice with 250 ml of ethyl acetate. The combined organic phases are washed with w...